This data is from the Open Reaction Database (ORD), a public repository of structured organic reaction records. The task is: describe an organic reaction: reactants, conditions, products, and yield Reactants: mercuric chloride, NCC1=NC=C(N=C1)C (2-(aminomethyl)-5-methyl-pyrazine), S1C(=S)NC(=O)C1 (Rhodanine), CCN(C(C)C)C(C)C (DIPEA). Solvent: C(C)#N (acetonitrile). Run at temperature 0 celsius, time 3 day. Yields the product CC=1N=CC(=NC1)CNC=1SCC(N1)=O (2-[(5-methyl-pyrazin-2-ylmethyl)-amino]-thiazol-4-one). Yield: 25.0%. Reaction SMILES: [NH2:1][CH2:2][C:3]1[CH:8]=[N:7][C:6]([CH3:9])=[CH:5][N:4]=1.[S:10]1[CH2:16][C:14](=[O:15])[NH:13][C:11]1=S.CCN(C(C)C)C(C)C>C(#N)C>[CH3:9][C:6]1[N:7]=[CH:8][C:3]([CH2:2][NH:1][C:11]2[S:10][CH2:16][C:14](=[O:15])[N:13]=2)=[N:4][CH:5]=1. Procedure: To a solution of 2-(aminomethyl)-5-methyl-pyrazine (3.69 g, 30 mmol) and Rhodanine (3.59 g, 27 mmol) in acetonitrile (100 mL) was added DIPEA (10.45 mL, 60 mmol) at room temperature. Then, this solution was cooled to 0° C. and mercuric chloride (8.15 g, 30 mmol) was added in two portions within 10 min. After addition, the suspension was allowed to warm to room temperature and stirred for 3 days. The resulting black solids were filtered through a plug of celite and washed with acetonitrile (1.0 L... Starting materials: CC(C)=O, CC(C)(CCl)C(=O)N(CC=Cc1cnc2c(c1)CC1(C2)C(=O)Nc2ncccc21)C1CCc2ccccc21, [I-], [Na+]. Product: CC(C)(CI)C(=O)N(CC=Cc1cnc2c(c1)CC1(C2)C(=O)Nc2ncccc21)C1CCc2ccccc21. Reaction SMILES: [CH3:41][C:42](=[O:43])[CH3:44].[Cl:1][CH2:2][C:3]([C:4](=[O:5])[N:6]([CH2:7][CH:8]=[CH:9][c:10]1[cH:11][c:12]2[c:13]([n:14][cH:15]1)[CH2:16][C:17]1([CH2:18]2)[C:19](=[O:27])[NH:20][c:21]2[n:22][cH:23][cH:24][cH:25][c:26]21)[CH:28]1[CH2:29][CH2:30][c:31]2[cH:32][cH:33][cH:34][cH:35][c:36]21)([CH3:37])[CH3:38].[I-:39].[Na+:40]>>[CH2:2]([C:3]([C:4](=[O:5])[N:6]([CH2:7][CH:8]=[CH:9][c:10]1[cH:11][c:12]2[c:13]([n:14][cH:15]1)[CH2:16][C:17]1([CH2:18]2)[C:19](=[O:27])[NH:20][c:21]2[n:22][cH:23][cH:24][cH:25][c:26]21)[CH:28]1[CH2:29][CH2:30][c:31]2[cH:32][cH:33][cH:34][cH:35][c:36]21)([CH3:37])[CH3:38])[I:39].